This data is from the Open Reaction Database (ORD), a public repository of structured organic reaction records. The task is: describe an organic reaction: reactants, conditions, products, and yield Reactants: ClC1=C(C(C(=C(C1=O)C#N)C#N)=O)Cl (dichlorodicyanobenzoquinone), C[C@H]1CC(C=C2C[C@H]([C@H]3[C@@H]4CCC([C@@]4(C)CC[C@@H]3[C@@]12C)=O)C)=O (1α,7α-dimethyl-4-androstene-3,17-dione). The solvent is O1CCOCC1 (dioxane). The product is CC1=CC(C=C2C[C@H]([C@H]3[C@@H]4CCC([C@@]4(C)CC[C@@H]3[C@@]12C)=O)C)=O (1,7α-dimethylandrosta-1,4-diene-3,17-dione). Yield: 60.4%. Reaction SMILES: [CH3:1][C@@H:2]1[C@@:19]2([CH3:20])[C:6]([CH2:7][C@@H:8]([CH3:22])[C@@H:9]3[C@@H:18]2[CH2:17][CH2:16][C@@:14]2([CH3:15])[C@H:10]3[CH2:11][CH2:12][C:13]2=[O:21])=[CH:5][C:4](=[O:23])[CH2:3]1.ClC1C(=O)C(C#N)=C(C#N)C(=O)C=1Cl>O1CCOCC1>[CH3:1][C:2]1[C@@:19]2([CH3:20])[C:6]([CH2:7][C@@H:8]([CH3:22])[C@@H:9]3[C@@H:18]2[CH2:17][CH2:16][C@@:14]2([CH3:15])[C@H:10]3[CH2:11][CH2:12][C:13]2=[O:21])=[CH:5][C:4](=[O:23])[CH:3]=1. Procedure: 30 g of 1α,7α-dimethyl-4-androstene-3,17-dione is heated under reflux in 700 ml of dioxane with 30 g of dichlorodicyanobenzoquinone for 8 hours. After cooling, the product is suctioned off from undissolved matter, washed with dioxane, and the filtrate concentrated under vacuum. The residue is chromatographed on silica gel and recrystallized from acetone/hexane, thus obtaining 18 g of 1,7α-dimethylandrosta-1,4-diene-3,17-dione, mp 148°-151° C. Starting materials: [Cl-], Cl, O=N[O-], Nc1c(F)c(F)cc(C(=O)O)c1F, [Na+], O. The product is O=C(O)c1cc(F)c(F)c(Cl)c1F. RXN SMILES: [Cl-:14].[ClH:15].[N:16]([O-:17])=[O:18].[NH2:1][c:2]1[c:3]([F:13])[c:4]([C:5](=[O:6])[OH:7])[cH:8][c:9]([F:12])[c:10]1[F:11].[Na+:19].[OH2:20]>>[c:2]1([Cl:14])[c:3]([F:13])[c:4]([C:5](=[O:6])[OH:7])[cH:8][c:9]([F:12])[c:10]1[F:11].